This data is from the Open Reaction Database (ORD), a public repository of structured organic reaction records. The task is: describe an organic reaction: reactants, conditions, products, and yield The reactants are O=C([O-])O, CCCCNC(=O)COc1ccc2c(c1)CC(NCc1ccccc1)CCC2, c1ccc(COc2ccc(OCC3CO3)cc2)cc1, ClCCl, O=S(=O)([O-])C(F)(F)F, O=S(=O)([O-])C(F)(F)F, O=S(=O)([O-])C(F)(F)F, [Na+], [Yb+3]. The product is CCCCNC(=O)COc1ccc2c(c1)CC(N(Cc1ccccc1)CC(O)COc1ccc(OCc3ccccc3)cc1)CCC2. As a reaction SMILES: [C:73](=[O:74])([OH:75])[O-:76].[CH2:1]([c:2]1[cH:3][cH:4][cH:5][cH:6][cH:7]1)[NH:8][CH:9]1[CH2:10][CH2:11][CH2:12][c:13]2[c:14]([cH:16][c:17]([O:20][CH2:21][C:22](=[O:23])[NH:24][CH2:25][CH2:26][CH2:27][CH3:28])[cH:18][cH:19]2)[CH2:15]1.[CH2:29]([c:30]1[cH:31][cH:32][cH:33][cH:34][cH:35]1)[O:36][c:37]1[cH:38][cH:39][c:40]([O:41][CH2:42][CH:43]2[CH2:44][O:45]2)[cH:46][cH:47]1.[Cl:78][CH2:79][Cl:80].[F:48][C:49]([F:50])([F:51])[S:52]([O-:53])(=[O:54])=[O:55].[F:57][C:58]([F:59])([F:60])[S:61]([O-:62])(=[O:63])=[O:64].[F:65][C:66]([F:67])([F:68])[S:69]([O-:70])(=[O:71])=[O:72].[Na+:77].[Yb+3:56]>>[CH2:1]([c:2]1[cH:3][cH:4][cH:5][cH:6][cH:7]1)[N:8]([CH:9]1[CH2:10][CH2:11][CH2:12][c:13]2[c:14]([cH:16][c:17]([O:20][CH2:21][C:22](=[O:23])[NH:24][CH2:25][CH2:26][CH2:27][CH3:28])[cH:18][cH:19]2)[CH2:15]1)[CH2:44][CH:43]([CH2:42][O:41][c:40]1[cH:39][cH:38][c:37]([O:36][CH2:29][c:30]2[cH:31][cH:32][cH:33][cH:34][cH:35]2)[cH:47][cH:46]1)[OH:45]. The reactants are Cc1cc2c(N3CCN(C(=O)OCC(Cl)(Cl)Cl)CC3)cccc2[nH]1, [K+], C1CCOC1, O=P([O-])(O)O, [Zn]. Product: Cc1cc2c(N3CCNCC3)cccc2[nH]1. As a reaction SMILES: [Cl:1][C:2]([Cl:3])([Cl:4])[CH2:5][O:6][C:23]([N:7]1[CH2:8][CH2:9][N:10]([c:13]2[c:14]3[cH:15][c:16]([CH3:22])[nH:17][c:18]3[cH:19][cH:20][cH:21]2)[CH2:11][CH2:12]1)=[O:24].[K+:30].[O:32]1[CH2:33][CH2:34][CH2:35][CH2:36]1.[P:25]([O-:26])([OH:27])([OH:28])=[O:29].[Zn:31]>>[NH:7]1[CH2:8][CH2:9][N:10]([c:13]2[c:14]3[cH:15][c:16]([CH3:22])[nH:17][c:18]3[cH:19][cH:20][cH:21]2)[CH2:11][CH2:12]1. The reactants are COc1ccc(C(C(=O)O)n2c(=O)[nH]c3ccc(Cl)cc32)cc1, O=C(C(c1ccccc1)n1c(=O)[nH]c2ccccc21)N1CCN(c2ccncc2)CC1. The product is COc1ccc(C(C(=O)N2CCN(c3ccncc3)CC2)n2c(=O)[nH]c3ccc(Cl)cc32)cc1. As a reaction SMILES: [Cl:32][c:33]1[cH:34][cH:35][c:36]2[c:37]([n:38]([CH:42]([C:43](=[O:44])[OH:45])[c:46]3[cH:47][cH:48][c:49]([O:52][CH3:53])[cH:50][cH:51]3)[c:39](=[O:41])[nH:40]2)[cH:54]1.[O:1]=[C:2]([CH:3]([n:4]1[c:5]2[cH:6][cH:7][cH:8][cH:9][c:10]2[nH:11][c:12]1=[O:13])[c:14]1[cH:15][cH:16][cH:17][cH:18][cH:19]1)[N:20]1[CH2:21][CH2:22][N:23]([c:26]2[cH:27][cH:28][n:29][cH:30][cH:31]2)[CH2:24][CH2:25]1>>[N:20]1([C:43]([CH:42]([n:38]2[c:37]3[c:36]([cH:35][cH:34][c:33]([Cl:32])[cH:54]3)[nH:40][c:39]2=[O:41])[c:46]2[cH:47][cH:48][c:49]([O:52][CH3:53])[cH:50][cH:51]2)=[O:45])[CH2:21][CH2:22][N:23]([c:26]2[cH:27][cH:28][n:29][cH:30][cH:31]2)[CH2:24][CH2:25]1. Starting materials: O=C([O-])O, CN(C)C=O, [K+], O, OCC1OC(n2ncc3c(S)ncnc32)C(O)C1O, ClCCCCCc1ccccc1. Product: OCC1OC(n2ncc3c(SCCCCCc4ccccc4)ncnc32)C(O)C1O. RXN SMILES: [C:32](=[O:33])([OH:34])[O-:35].[CH3:38][N:39]([CH3:40])[CH:41]=[O:42].[K+:36].[OH2:37].[SH:13][c:14]1[c:15]2[c:16]([n:17][cH:18][n:19]1)[n:20]([CH:23]1[CH:24]([OH:25])[CH:26]([OH:27])[CH:28]([CH2:30][OH:31])[O:29]1)[n:21][cH:22]2.[c:1]1([CH2:7][CH2:8][CH2:9][CH2:10][CH2:11][Cl:12])[cH:2][cH:3][cH:4][cH:5][cH:6]1>>[c:1]1([CH2:7][CH2:8][CH2:9][CH2:10][CH2:11][S:13][c:14]2[c:15]3[c:16]([n:17][cH:18][n:19]2)[n:20]([CH:23]2[CH:24]([OH:25])[CH:26]([OH:27])[CH:28]([CH2:30][OH:31])[O:29]2)[n:21][cH:22]3)[cH:2][cH:3][cH:4][cH:5][cH:6]1. Starting materials: O=C1CCCC(=O)C1, CCOC(C)=O, COC(=O)c1cccc(N)c1Cl. Product: COC(=O)c1cccc(NC2=CC(=O)CCC2)c1Cl. As a reaction SMILES: [C:13]1(=[O:20])[CH2:14][C:15](=[O:19])[CH2:16][CH2:17][CH2:18]1.[CH3:21][CH2:22][O:23][C:24](=[O:25])[CH3:26].[Cl:1][c:2]1[c:3]([C:4](=[O:5])[O:6][CH3:7])[cH:8][cH:9][cH:10][c:11]1[NH2:12]>>[Cl:1][c:2]1[c:3]([C:4](=[O:5])[O:6][CH3:7])[cH:8][cH:9][cH:10][c:11]1[NH:12][C:13]1=[CH:14][C:15](=[O:19])[CH2:16][CH2:17][CH2:18]1. Starting materials: [Al+3], O=C(Cl)C1CCCCC1, [Cl-], [Cl-], [Cl-], O, Cc1ccc(O)c(C)c1. Product: Cc1cc(C)c(O)c(C(=O)C2CCCCC2)c1. Reaction SMILES: [Al+3:20].[CH:10]1([C:16](=[O:17])[Cl:18])[CH2:11][CH2:12][CH2:13][CH2:14][CH2:15]1.[Cl-:19].[Cl-:21].[Cl-:22].[OH2:23].[c:1]1([OH:9])[c:2]([CH3:8])[cH:3][c:4]([CH3:7])[cH:5][cH:6]1>>[c:1]1([OH:9])[c:2]([CH3:8])[cH:3][c:4]([CH3:7])[cH:5][c:6]1[C:16]([CH:10]1[CH2:11][CH2:12][CH2:13][CH2:14][CH2:15]1)=[O:17]. Reactants: CC(=O)[O-], CC(C)CCCC(C)OCCCCO, ClCCl, [Na+], O=[Cr](=O)([O-])Cl, c1cc[nH+]cc1. Yields the product CC(C)CCCC(C)OCCCC=O. As a reaction SMILES: [CH3:13][C:14](=[O:15])[O-:16].[CH3:17][CH:18]([CH2:19][CH2:20][CH2:21][CH:22]([CH3:23])[CH3:24])[O:25][CH2:26][CH2:27][CH2:28][CH2:29][OH:30].[Cl:31][CH2:32][Cl:33].[Na+:12].[O:1]=[Cr:2]([Cl:3])([O-:4])=[O:5].[nH+:6]1[cH:7][cH:8][cH:9][cH:10][cH:11]1>>[CH3:17][CH:18]([CH2:19][CH2:20][CH2:21][CH:22]([CH3:23])[CH3:24])[O:25][CH2:26][CH2:27][CH2:28][CH:29]=[O:30]. Product: C(C)(C)(C)OC(NCC1=CC(=CC=C1)C1=CC(=C2C(=NC=NN21)N)Br)=O ([3-(4-Amino-5-bromo-pyrrolo[2,1-f][1,2,4]triazin-7-yl)-benzyl]-carbamic acid tert-butyl ester). The reactants are C(C)(C)(C)OC(NCC1=CC(=CC=C1)C1=CC=C2C(=NC=NN21)N)=O ([3-(4-amino-pyrrolo[2,1-f][1,2,4]triazin-7-yl)-benzyl]-carbamic acid tert-butyl ester), BrC1C(C(C(C1=O)(C)C)Br)=O (2,5-dibromo-4,4-dimethyl-cyclopentane-1,3-dione). Reaction conditions: temperature -20 celsius, time 2 hour. Yield: 146.4%. The solvent is C1CCOC1 (THF). RXN SMILES: [C:1]([O:5][C:6](=[O:25])[NH:7][CH2:8][C:9]1[CH:14]=[CH:13][CH:12]=[C:11]([C:15]2[N:23]3[C:18]([C:19]([NH2:24])=[N:20][CH:21]=[N:22]3)=[CH:17][CH:16]=2)[CH:10]=1)([CH3:4])([CH3:3])[CH3:2].[Br:26]C1C(=O)C(C)(C)C(Br)C1=O>C1COCC1>[C:1]([O:5][C:6](=[O:25])[NH:7][CH2:8][C:9]1[CH:14]=[CH:13][CH:12]=[C:11]([C:15]2[N:23]3[C:18]([C:19]([NH2:24])=[N:20][CH:21]=[N:22]3)=[C:17]([Br:26])[CH:16]=2)[CH:10]=1)([CH3:4])([CH3:2])[CH3:3]. Reported procedure: To a solution of [3-(4-amino-pyrrolo[2,1-f][1,2,4]triazin-7-yl)-benzyl]-carbamic acid tert-butyl ester (3.3 g, 9.7 mmol) in THF (73 mL) cooled to −20° C. (isopropanol/ice/CO2), 2,5-dibromo-4,4-dimethyl-cyclopentane-1,3-dione (1.4 g, 4.9 mmol) was added in four portions over 15 mins. The mixture was allowed to stir at −20° C. for 2 hours. The mixture was quenched with sodium thiosulfate solution (20 mL). The organic layer was separated and the aqueous layer was extracted with ethyl acetate (100 m... Starting materials: C(CC1=CC=CC=C1)Br (phenethylbromide), OC1=CC=C(C=C1)C(C)=O (p-hydroxyacetophenone), C([O-])([O-])=O.[K+].[K+] (potassium carbonate). Run in CC(=O)C (acetone). Yields the product C(CC1=CC=CC=C1)OC1=CC=C(C=C1)C(C)=O (4'-(Phenethyloxy)acetophenone). RXN SMILES: [CH2:1](Br)[CH2:2][C:3]1[CH:8]=[CH:7][CH:6]=[CH:5][CH:4]=1.[OH:10][C:11]1[CH:16]=[CH:15][C:14]([C:17](=[O:19])[CH3:18])=[CH:13][CH:12]=1.C(=O)([O-])[O-].[K+].[K+]>CC(C)=O>[CH2:1]([O:10][C:11]1[CH:16]=[CH:15][C:14]([C:17](=[O:19])[CH3:18])=[CH:13][CH:12]=1)[CH2:2][C:3]1[CH:8]=[CH:7][CH:6]=[CH:5][CH:4]=1 |f:2.3.4|. Procedure: A stirred mixture of 18.5 g. of phenethylbromide, 20.4 g. of p-hydroxyacetophenone, 17.3 g. of anhydrous potassium carbonate and 150 ml. of acetone was refluxed under argon for 22 hours. The reaction was then cooled and partitioned between ether and water. The ether layer was washed with water and then extracted with two 100 ml. portions of cold 1N sodium hydroxide. These extracts were combined, washed with water and brine, dried and evaporated to an oil. The oil was purified by chromatography, ...